Dataset: the Open Reaction Database (ORD), a public repository of structured organic reaction records. Task: describe an organic reaction: reactants, conditions, products, and yield Reactants: C(C1=CC=CC=C1)N1C[C@H]2[C@@H](C1)[C@@H](CC2)NC([C@H]([C@H](CC)C)N(C(OC(C)(C)C)=O)C)=O (tert-butyl(2S,3S)-1-((3aS,4R,6aR)-2-benzyloctahydrocyclopenta[c]pyrrol-4-ylamino)-3-methyl-1-oxopentan-2-yl(methyl)carbamate), FC(C=1C=C(C=CC1)S(=O)(=O)Cl)(F)F (3-(trifluoromethyl)benzene-1-sulfonyl chloride), C(C1=CC=CC=C1)N1C[C@H]2[C@@H](C1)[C@@H](CC2)NC([C@H](CC(C)C)N2CCOCC2)=O ((S)—N-((3aS,4R,6aR)-2-benzyloctahydrocyclopenta[c]pyrrol-4-yl)-4-methyl-2-morpholinopentanamide), FC(C1=CC=C(C=C1)S(=O)(=O)Cl)(F)F (4-(trifluoromethyl)benzene-1-sulfonyl chloride). Yields the product CN(C(OC(C)(C)C)=O)[C@H](C(N[C@@H]1CC[C@H]2CN(C[C@H]21)S(=O)(=O)C2=CC=C(C=C2)C(F)(F)F)=O)[C@H](CC)C (tert-butyl methyl((2S,3S)-3-methyl-1-oxo-1-((3aS,4R,6aR)-2-(4-(trifluoromethyl)phenylsulfonyl)octahydrocyclopenta[c]pyrrol-4-ylamino)pentan-2-yl)carbamate). As a reaction SMILES: C([N:8]1[CH2:12][C@H:11]2[C@H:13]([NH:16][C:17](=[O:32])[C@@H:18]([N:23]([CH3:31])[C:24](=[O:30])[O:25][C:26]([CH3:29])([CH3:28])[CH3:27])[C@@H:19]([CH3:22])[CH2:20][CH3:21])[CH2:14][CH2:15][C@H:10]2[CH2:9]1)C1C=CC=CC=1.C(N1C[C@H]2[C@H](NC(=O)[C@@H](N3CCOCC3)CC(C)C)CC[C@H]2C1)C1C=CC=CC=1.[F:62][C:63]([F:75])([F:74])[C:64]1[CH:69]=[CH:68][C:67]([S:70](Cl)(=[O:72])=[O:71])=[CH:66][CH:65]=1.FC(F)(F)C1C=C(S(Cl)(=O)=O)C=CC=1>>[CH3:31][N:23]([C@@H:18]([C@@H:19]([CH3:22])[CH2:20][CH3:21])[C:17](=[O:32])[NH:16][C@H:13]1[C@H:11]2[C@H:10]([CH2:9][N:8]([S:70]([C:67]3[CH:66]=[CH:65][C:64]([C:63]([F:62])([F:74])[F:75])=[CH:69][CH:68]=3)(=[O:72])=[O:71])[CH2:12]2)[CH2:15][CH2:14]1)[C:24](=[O:30])[O:25][C:26]([CH3:29])([CH3:28])[CH3:27]. Procedure details: The title compound was prepared by substituting tert-butyl(2S,3S)-1-(3aS,4R,6aR)-2-benzyloctahydrocyclopenta[c]pyrrol-4-ylamino)-3-methyl-1-oxopentan-2-yl(methyl)carbamate from Step A of Example 334 for (S)—N-((3aS,4R,6aR)-2-benzyloctahydrocyclopenta[c]pyrrol-4-yl)-4-methyl-2-morpholinopentanamide and 4-(trifluoromethyl)benzene-1-sulfonyl chloride for 3-(trifluoromethyl)benzene-1-sulfonyl chloride in the procedures described in Example 319: 1H NMR (400 MHz, pyridine-d5) δ ppm 8.66-8.72 (m, 1H), ...